From a dataset of the Open Reaction Database (ORD), a public repository of structured organic reaction records. describe an organic reaction: reactants, conditions, products, and yield The reactants are FC=1C=C(C=CC1NS(=O)(=O)C)C(C(=O)O)C (2-[3-Fluoro-4-(methylsulfonylamino)phenyl]propionic acid), C(C)(C)(C)C1=CC=C(CN)C=C1 (4-t-butylbenzylamine), C(CCl)Cl (EDC). Run in C(Cl)Cl (CH2Cl2). Run at time 12 hour. Product: C(C)(C)(C)C1=CC=C(CNC(C(C)C2=CC(=C(C=C2)NS(=O)(=O)C)F)=O)C=C1 (N-(4-tert-butylbenzyl)-2-[3-fluoro-4-(metylsulfonylamino)phenyl]propionamide). Yield: 78.0%. RXN SMILES: [F:1][C:2]1[CH:3]=[C:4]([CH:13]([CH3:17])[C:14]([OH:16])=O)[CH:5]=[CH:6][C:7]=1[NH:8][S:9]([CH3:12])(=[O:11])=[O:10].[C:18]([C:22]1[CH:29]=[CH:28][C:25]([CH2:26][NH2:27])=[CH:24][CH:23]=1)([CH3:21])([CH3:20])[CH3:19].C(Cl)CCl>C(Cl)Cl>[C:18]([C:22]1[CH:23]=[CH:24][C:25]([CH2:26][NH:27][C:14](=[O:16])[CH:13]([C:4]2[CH:5]=[CH:6][C:7]([NH:8][S:9]([CH3:12])(=[O:10])=[O:11])=[C:2]([F:1])[CH:3]=2)[CH3:17])=[CH:28][CH:29]=1)([CH3:21])([CH3:19])[CH3:20]. Procedure: A mixture consisting of 2-[3-Fluoro-4-(methylsulfonylamino)phenyl]propionic acid (1-38, 10 mmol), 4-t-butylbenzylamine (12 mmol) and EDC (12 mmol) in CH2Cl2 (20 mL) was stirred for 12 h at room temperature. The reaction mixture was filtered off and the filtrate was concentrated. the residue was purified by flash column chromatography on silica gel using EtOAc:hexanes as eluant to obtain N-(4-tert-butylbenzyl)-2-[3-fluoro-4-(metylsulfonylamino)phenyl]propionamide (1-51, KMJ-372) having following ... Starting materials: OC=1C(NN=C(C1)CCC1=CC=CC=C1)=O (4-hydroxy-6-(2-phenylethyl)pyridazin-3(2H)-one), C(C1=CC=CC=C1)OC=1N=NC(=CC1OCC1=CC=CC=C1)CC1=CC(=CC=C1)C(F)(F)F (3,4-bis(benzyloxy)-6-(3-(trifluoromethyl)benzyl)pyridazine), C(C1=CC=CC=C1)OC=1N=NC(=CC1OCC1=CC=CC=C1)CC1=CC(=CC=C1)C(F)(F)F (3,4-bis(benzyloxy)-6-(3-(trifluoromethyl)benzyl)pyridazine). Solvent: C(C)(=O)OCC (ethyl acetate). The product is OC=1C(NN=C(C1)CC1=CC(=CC=C1)C(F)(F)F)=O (4-Hydroxy-6-(3-(trifluoromethyl)benzyl)pyridazin-3(2H)-one). Reaction SMILES: OC1C(=O)NN=C(CCC2C=CC=CC=2)C=1.C([O:24][C:25]1[N:26]=[N:27][C:28]([CH2:39][C:40]2[CH:45]=[CH:44][CH:43]=[C:42]([C:46]([F:49])([F:48])[F:47])[CH:41]=2)=[CH:29][C:30]=1[O:31]CC1C=CC=CC=1)C1C=CC=CC=1>C(OCC)(=O)C>[OH:31][C:30]1[C:25](=[O:24])[NH:26][N:27]=[C:28]([CH2:39][C:40]2[CH:45]=[CH:44][CH:43]=[C:42]([C:46]([F:48])([F:47])[F:49])[CH:41]=2)[CH:29]=1. Procedure: Prepared in the same way as 4-hydroxy-6-(2-phenylethyl)pyridazin-3(2H)-one (Example 1) from 3,4-bis(benzyloxy)-6-(3-(trifluoromethyl)benzyl)pyridazine (Intermediate 58) except that the solvent used for the hydrogenation was ethyl acetate and the product was recrystallised from a mixture of ethyl acetate and heptanes.